This data is from the Open Reaction Database (ORD), a public repository of structured organic reaction records. The task is: describe an organic reaction: reactants, conditions, products, and yield Reactants: O[C@@H]1C[C@@H]2N(C([C@H]([C@@H](C[C@@H](CC\C=C/[C@H]3[C@](NC2=O)(C3)C(NS(=O)(=O)C3(CC3)C)=O)C)C)NC(OC(C)(C)C)=O)=O)C1 (tert-butyl ((2R,6S,7R,9R,13aS,14aR,16aS,Z)-2-hydroxy-7,9-dimethyl-14a-(((1-methylcyclopropyl)sulfonyl)carbamoyl)-5,16-dioxo-1,2,3,5,6,7,8,9,10,11,13a,14,14a,15,16,16a-hexadecahydrocyclopropa[e]pyrrolo[1,2-a][1,4]diazacyclopentadecin-6-yl)carbamate), C(C)[C@@H]([C@@H](C(=O)N1[C@@H](C[C@H](C1)O)C(N[C@]1([C@@H](C1)C=C)C(NS(=O)(=O)C1(CC1)C)=O)=O)NC(OC(C)(C)C)=O)CC(CCC=C)C (tert-butyl ((2S,3R)-3-ethyl-1-((2S,4R)-4-hydroxy-2-(((1R,2S)-1-(((1-methylcyclopropyl)sulfonyl)carbamoyl)-2-vinylcyclopropyl)carbamoyl)pyrrolidin-1-yl)-5-methyl-1-oxonon-8-en-2-yl)carbamate), O[C@@H]1C[C@H](N(C1)C([C@H]([C@@H](CC(CCC=C)C)C)NC(OC(C)(C)C)=O)=O)C(N[C@]1([C@@H](C1)C=C)C(NS(=O)(=O)C1(CC1)C)=O)=O (tert-butyl ((2S,3R)-1-((2S,4R)-4-hydroxy-2-(((1R,2S)-1-(((1-methylcyclopropyl)sulfonyl)carbamoyl)-2-vinylcyclopropyl)carbamoyl)pyrrolidin-1-yl)-3,5-dimethyl-1-oxonon-8-en-2-yl)carbamate). The product is C(C)[C@@H]1C[C@@H](CC\C=C/[C@H]2[C@](NC([C@H]3N(C([C@H]1NC(OC(C)(C)C)=O)=O)C[C@@H](C3)O)=O)(C2)C(NS(=O)(=O)C2(CC2)C)=O)C (tert-butyl ((2R,6S,7R,9R,13aS,14aR,16aS,Z)-7-ethyl-2-hydroxy-9-methyl-14a-(((1-methylcyclopropyl)sulfonyl)carbamoyl)-5,16-dioxo-1,2,3,5,6,7,8,9,10,11,13a,14,14a,15,16,16a-hexadecahydrocyclopropa[e]pyrrolo[1,2-a][1,4]diazacyclopentadecin-6-yl)carbamate). RXN SMILES: O[C@H]1CN2C(=O)[C@@H](NC(=O)OC(C)(C)C)[C@H](C)C[C@H](C)CCC=C[C@@H]3C[C@@]3(C(=O)NS(C3(C)CC3)(=O)=O)NC(=O)[C@@H]2C1.[CH2:43]([C@H:45]([CH2:81][CH:82]([CH3:87])[CH2:83][CH2:84][CH:85]=C)[C@H:46]([NH:73][C:74](=[O:80])[O:75][C:76]([CH3:79])([CH3:78])[CH3:77])[C:47]([N:49]1[CH2:53][C@H:52]([OH:54])[CH2:51][C@H:50]1[C:55](=[O:72])[NH:56][C@:57]1([C:62](=[O:71])[NH:63][S:64]([C:67]2([CH3:70])[CH2:69][CH2:68]2)(=[O:66])=[O:65])[CH2:59][C@H:58]1[CH:60]=C)=[O:48])[CH3:44].O[C@H]1CN(C(=O)[C@@H](NC(=O)OC(C)(C)C)[C@H](C)CC(C)CCC=C)[C@H](C(=O)N[C@]2(C(=O)NS(C3(C)CC3)(=O)=O)C[C@H]2C=C)C1>>[CH2:43]([C@H:45]1[C@H:46]([NH:73][C:74](=[O:80])[O:75][C:76]([CH3:77])([CH3:78])[CH3:79])[C:47](=[O:48])[N:49]2[CH2:53][C@H:52]([OH:54])[CH2:51][C@H:50]2[C:55](=[O:72])[NH:56][C@:57]2([C:62](=[O:71])[NH:63][S:64]([C:67]3([CH3:70])[CH2:68][CH2:69]3)(=[O:66])=[O:65])[CH2:59][C@H:58]2[CH:60]=[CH:85][CH2:84][CH2:83][C@@H:82]([CH3:87])[CH2:81]1)[CH3:44]. Procedure: The same procedure was used as described for of tert-butyl ((2R,6S,7R,9R,13aS,14aR,16aS,Z)-2-hydroxy-7,9-dimethyl-14a-(((1-methylcyclopropyl)sulfonyl)carbamoyl)-5,16-dioxo-1,2,3,5,6,7,8,9,10,11,13a,14,14a,15,16,16a-hexadecahydrocyclopropa[e]pyrrolo[1,2-a][1,4]diazacyclopentadecin-6-yl)carbamate but tert-butyl ((2S,3R)-3-ethyl-1-((2S,4R)-4-hydroxy-2-(((1R,2S)-1-(((1-methylcyclopropyl)sulfonyl)carbamoyl)-2-vinylcyclopropyl)carbamoyl)pyrrolidin-1-yl)-5-methyl-1-oxonon-8-en-2-yl)carbamate was used a...